Dataset: the Open Reaction Database (ORD), a public repository of structured organic reaction records. Task: describe an organic reaction: reactants, conditions, products, and yield Reactants: COC(CCC1=C(C=CC(=C1)C(C)=O)OCCCCCOC(C)=O)=O (2-[[5-(acetyloxy)pentyl]oxy]-5-acetylbenzenepropanoic acid methyl ester), O.C1(=CC=C(C=C1)S(=O)(=O)O)C (p-toluenesulfonic acid monohydrate). Solvent: CO (methanol). Run at time 21 hour. The product is COC(CCC1=C(C=CC(=C1)C(C)=O)OCCCCCO)=O (2-[(5-hydroxypentyl)oxy]-5-acetylbenzenepropanoic acid methyl ester). Yield: 96.8%. RXN SMILES: [CH3:1][O:2][C:3](=[O:25])[CH2:4][CH2:5][C:6]1[CH:11]=[C:10]([C:12](=[O:14])[CH3:13])[CH:9]=[CH:8][C:7]=1[O:15][CH2:16][CH2:17][CH2:18][CH2:19][CH2:20][O:21]C(=O)C.O.C1(C)C=CC(S(O)(=O)=O)=CC=1>CO>[CH3:1][O:2][C:3](=[O:25])[CH2:4][CH2:5][C:6]1[CH:11]=[C:10]([C:12](=[O:14])[CH3:13])[CH:9]=[CH:8][C:7]=1[O:15][CH2:16][CH2:17][CH2:18][CH2:19][CH2:20][OH:21] |f:1.2|. Procedure: A solution of 4.22 g (12.06 mmol) of 2-[[5-(acetyloxy)pentyl]oxy]-5-acetylbenzenepropanoic acid methyl ester and 0.1 g of p-toluenesulfonic acid monohydrate in 50 mL of methanol was stirred and refluxed for 3.5 hr and stirred at room temperature for 21 hr. Most of the methanol was removed in vacuo and the residue was diluted with water and worked-up with ether in the usual manner (the combined ether extracts were additionally washed with saturated aqueous sodium bicarbonate). The product was pur... The reactants are C(C1=CC=CC=C1)[C@H]1N(C(OC1)=O)C(C(CC=C)CC1=C(C=C(C=C1Cl)OCC1=CC=CC=C1)Cl)=O ((R)-4-benzyl-3-[2-(4-benzyloxy-2,6-dichloro-benzyl)-pent-4-enoyl]-oxazolidin-2-one), C1CCOC1 (THF), C(C)(C)(C)O (t-butanol), I(=O)(=O)(=O)[O-].[Na+] (sodium periodate). The reagents and catalysts are [Os](=O)(=O)(=O)=O (osmium tetroxide). The solvent is O (water). The product is C(C1=CC=CC=C1)[C@H]1N(C(OC1)=O)C(C(CC=O)CC1=C(C=C(C=C1Cl)OCC1=CC=CC=C1)Cl)=O (4-(4-(R)-benzyl-2-oxo-oxazolidin-3-yl)-3-(4-benzyloxy-2,6-dichloro-benzyl)-4-oxo-butyraldehyde). The yield is 48.0%. RXN SMILES: [CH2:1]([C@@H:8]1[CH2:12][O:11][C:10](=[O:13])[N:9]1[C:14](=[O:36])[CH:15]([CH2:19][C:20]1[C:25]([Cl:26])=[CH:24][C:23]([O:27][CH2:28][C:29]2[CH:34]=[CH:33][CH:32]=[CH:31][CH:30]=2)=[CH:22][C:21]=1[Cl:35])[CH2:16][CH:17]=C)[C:2]1[CH:7]=[CH:6][CH:5]=[CH:4][CH:3]=1.C1C[O:40]CC1.C(O)(C)(C)C.I([O-])(=O)(=O)=O.[Na+]>[Os](=O)(=O)(=O)=O.O>[CH2:1]([C@@H:8]1[CH2:12][O:11][C:10](=[O:13])[N:9]1[C:14](=[O:36])[CH:15]([CH2:19][C:20]1[C:25]([Cl:26])=[CH:24][C:23]([O:27][CH2:28][C:29]2[CH:34]=[CH:33][CH:32]=[CH:31][CH:30]=2)=[CH:22][C:21]=1[Cl:35])[CH2:16][CH:17]=[O:40])[C:2]1[CH:3]=[CH:4][CH:5]=[CH:6][CH:7]=1 |f:3.4|. Reported procedure: Treat a mixture of (R)-4-benzyl-3-[2-(4-benzyloxy-2,6-dichloro-benzyl)-pent-4-enoyl]-oxazolidin-2-one (0.96 g, 1.8 mmol), THF (21 mL) and water (7 mL) with 2.5% osmium tetroxide in t-butanol (46 mg, 0.18 mmol). Add sodium periodate (1.17 g, 5.5 mmol) and stir the reaction 4 hr at room temperature. Quench the reaction with water and extract with ethyl acetate. Wash the organic phase with aqueous 1N sodium thiosulfate then brine. Dry the organic layer over magnesium sulfate, filter, and concentrat... Starting materials: COC=1C=C(C=CC1)C(C)O (1-(3'-methoxyphenyl)-ethan-1-ol), Cl (hydrogen chloride). The solvent is petroleum ether, O (water). Yields the product ClC(C)C1=CC(=CC=C1)OC (1-chlor-1-(3'-methoxyphenyl)-ethane). As a reaction SMILES: [CH3:1][O:2][C:3]1[CH:4]=[C:5]([CH:9](O)[CH3:10])[CH:6]=[CH:7][CH:8]=1.[ClH:12]>O>[Cl:12][CH:9]([C:5]1[CH:6]=[CH:7][CH:8]=[C:3]([O:2][CH3:1])[CH:4]=1)[CH3:10]. Reported procedure: Into a solution of 152.1 g (1 mol) of 1-(3'-methoxyphenyl)-ethan-1-ol in 750 ml petroleum ether, one introduces hydrogen chloride during ice cooling until water separation is completed. The organic phase is then washed with ice-cold water, dried and the petroleum ether is removed in vacuo. The thermo-labile residue is used without any further purification.